The task is: describe an organic reaction: reactants, conditions, products, and yield. This data is from the Open Reaction Database (ORD), a public repository of structured organic reaction records. Reactants: OCC1COc2ccc(Br)cc2O1, C1CCOC1, Oc1ccccc1, c1ccc(P(c2ccccc2)c2ccccc2)cc1. The product is Brc1ccc2c(c1)OC(COc1ccccc1)CO2. RXN SMILES: [Br:1][c:2]1[cH:3][cH:4][c:5]2[c:6]([cH:13]1)[O:7][CH:8]([CH2:11][OH:12])[CH2:9][O:10]2.[CH2:40]1[O:41][CH2:42][CH2:43][CH2:44]1.[OH:14][c:15]1[cH:16][cH:17][cH:18][cH:19][cH:20]1.[c:21]1([P:22]([c:23]2[cH:24][cH:25][cH:26][cH:27][cH:28]2)[c:29]2[cH:30][cH:31][cH:32][cH:33][cH:34]2)[cH:35][cH:36][cH:37][cH:38][cH:39]1>>[Br:1][c:2]1[cH:3][cH:4][c:5]2[c:6]([cH:13]1)[O:7][CH:8]([CH2:11][O:12][c:15]1[cH:16][cH:17][cH:18][cH:19][cH:20]1)[CH2:9][O:10]2. The reactants are ClC1=C2N=CN(C2=NC=N1)[C@H]1[C@H](OC(C)=O)[C@H](OC(C)=O)[C@H](O1)COCC (6-chloro-9-(2,3-di-O-acetyl-5-O-ethyl-β-D-ribofuranosyl)-purine), C1(CCCC1)N (cyclopentylamine). The product is C1(CCCC1)NC=1C=2N=CN([C@H]3[C@H](O)[C@H](O)[C@@H](COCC)O3)C2N=CN1 (N6-cyclopentyl-5′-O-ethyladenosine). RXN SMILES: Cl[C:2]1[N:10]=[CH:9][N:8]=[C:7]2[C:3]=1[N:4]=[CH:5][N:6]2[C@@H:11]1[O:23][C@H:22]([CH2:24][O:25][CH2:26][CH3:27])[C@@H:17]([O:18]C(=O)C)[C@H:12]1[O:13]C(=O)C.[CH:28]1([NH2:33])[CH2:32][CH2:31][CH2:30][CH2:29]1>>[CH:28]1([NH:33][C:2]2[C:3]3[N:4]=[CH:5][N:6]([C:7]=3[N:8]=[CH:9][N:10]=2)[C@@H:11]2[O:23][C@H:22]([CH2:24][O:25][CH2:26][CH3:27])[C@@H:17]([OH:18])[C@H:12]2[OH:13])[CH2:32][CH2:31][CH2:30][CH2:29]1. Procedure details: Method B. The reaction was carried out with 6-chloro-9-(2,3-di-O-acetyl-5-O-ethyl-β-D-ribofuranosyl)-purine (62, 502 mg, 1.26 mmol) and cyclopentylamine (1.89 mmol, 187 μL). The mixture was purified by column chromatography (eluens 5% MeOH in CH2Cl2). Yield 316 mg (0.87 mmol, 69%), mp 134–136° C.; Rf 0.49 (eluens 10% MeOH in CH2Cl2). The product was re-crystallized from CH3CN; 1H NMR (DMSO-d6) δ 8.31 (s, 1H, H-8), 8.19 (s, 1H, H-2), 7.72 (d, 1H, J=7.55 Hz, NH), 5.89 (d, 1H, J=5.15 Hz, H-1′), 5.5... Starting materials: [BH4-], Brc1ccc2c(c1)NCC2, O=C1CCN(Cc2ccccc2)CC1, CC(=O)O, CC(Cl)Cl, [Na+]. Product: Brc1ccc2c(c1)N(C1CCN(Cc3ccccc3)CC1)CC2. Reaction SMILES: [BH4-:1].[Br:3][c:4]1[cH:5][cH:6][c:7]2[c:11]([cH:12]1)[NH:10][CH2:9][CH2:8]2.[CH2:13]([c:14]1[cH:15][cH:16][cH:17][cH:18][cH:19]1)[N:20]1[CH2:21][CH2:22][C:23](=[O:26])[CH2:24][CH2:25]1.[CH3:31][C:32](=[O:33])[OH:34].[Cl:27][CH:28]([Cl:29])[CH3:30].[Na+:2]>>[Br:3][c:4]1[cH:5][cH:6][c:7]2[c:11]([cH:12]1)[N:10]([CH:23]1[CH2:22][CH2:21][N:20]([CH2:13][c:14]3[cH:15][cH:16][cH:17][cH:18][cH:19]3)[CH2:25][CH2:24]1)[CH2:9][CH2:8]2. Reactants: BrC=1C=C(C(=O)O)C=CC1 (3-bromobenzoic acid), C(C)#N (acetonitrile), N,N'-carbonyldiimidazole, NC1=NC2=NC(=CC=C2C=C1)C1=CC(=CC=C1)OC (2-amino-7-(3-methoxyphenyl)-1,8-naphthyridine). The solvent is O (water). Run at temperature 4 celsius. Yields the product COC=1C=C(C=CC1)C1=CC=C2C=CC(=NC2=N1)NC(C1=CC(=CC=C1)Br)=O (N-[7-(3-Methoxyphenyl)-1,8-naphthyridin-2-yl]-3-bromobenzamide). The yield is 13.2%. RXN SMILES: [Br:1][C:2]1[CH:3]=[C:4]([CH:8]=[CH:9][CH:10]=1)[C:5]([OH:7])=O.[NH2:11][C:12]1[CH:21]=[CH:20][C:19]2[C:14](=[N:15][C:16]([C:22]3[CH:27]=[CH:26][CH:25]=[C:24]([O:28][CH3:29])[CH:23]=3)=[CH:17][CH:18]=2)[N:13]=1.C(#N)C>O>[CH3:29][O:28][C:24]1[CH:23]=[C:22]([C:16]2[N:15]=[C:14]3[C:19]([CH:20]=[CH:21][C:12]([NH:11][C:5](=[O:7])[C:4]4[CH:8]=[CH:9][CH:10]=[C:2]([Br:1])[CH:3]=4)=[N:13]3)=[CH:18][CH:17]=2)[CH:27]=[CH:26][CH:25]=1. Procedure details: The procedure is analogous to that described in Example 11, but starting with 3-bromobenzoic acid (4 g), N,N'-carbonyldiimidazole (3.2 g) and 2-amino-7-(3-methoxyphenyl)-1,8-naphthyridine (3.5 g). The product obtained by precipitation in water (4 g; m.p. approximately 90° C.) is dissolved in boiling acetonitrile (200 cc). After cooling for 3 hours at 4° C., the crystallized solid is separated by filtration, washed with acetonitrile (3×3 cc) and dried at 35° C. under reduced pressure (0.07 kPa). ... Starting materials: CCOC(=O)Cc1c([N+](=O)[O-])ccc2c1OC(CNCc1ccccc1)CO2, CCO. The product is O=C1Cc2c(ccc3c2OC(CNCc2ccccc2)CO3)N1. Reaction SMILES: [CH2:1]([c:2]1[cH:3][cH:4][cH:5][cH:6][cH:7]1)[NH:8][CH2:9][CH:10]1[O:11][c:12]2[c:13]([cH:16][cH:17][c:18]([N+:26]([O-:23])=[O:24])[c:19]2[CH2:20][C:21](=[O:22])[O:25][CH2:27][CH3:28])[O:14][CH2:15]1.[CH3:29][CH2:30][OH:31]>>[CH2:1]([c:2]1[cH:3][cH:4][cH:5][cH:6][cH:7]1)[NH:8][CH2:9][CH:10]1[O:11][c:12]2[c:13]([cH:16][cH:17][c:18]3[c:19]2[CH2:20][C:21](=[O:22])[NH:26]3)[O:14][CH2:15]1. Reactants: CC(C)(C)OC(=O)NNCc1ccccc1, CCN=C=O, CCO. Product: CCNC(=O)N(Cc1ccccc1)NC(=O)OC(C)(C)C. RXN SMILES: [C:1]([CH3:2])([CH3:3])([CH3:4])[O:5][C:6](=[O:7])[NH:8][NH:9][CH2:10][c:11]1[cH:12][cH:13][cH:14][cH:15][cH:16]1.[CH2:17]([CH3:18])[N:19]=[C:20]=[O:21].[CH3:22][CH2:23][OH:24]>>[C:1]([CH3:2])([CH3:3])([CH3:4])[O:5][C:6](=[O:7])[NH:8][N:9]([CH2:10][c:11]1[cH:12][cH:13][cH:14][cH:15][cH:16]1)[C:20]([NH:19][CH2:17][CH3:18])=[O:21]. The reactants are CCOC(=O)CCN(C)C(=O)c1ccc(NC(c2oc3ccc(Br)cc3c2C)C2CCCCC2)cc1, Cc1noc(C)c1B(O)O, Cc1ccccc1, COc1cccc(OC)c1-c1ccccc1P(C1CCCCC1)C1CCCCC1, [Na+], [Na+], O=C([O-])[O-], O=C(C=Cc1ccccc1)C=Cc1ccccc1, O=C(C=Cc1ccccc1)C=Cc1ccccc1, O=C(C=Cc1ccccc1)C=Cc1ccccc1, [Pd], [Pd]. RXN SMILES: [Br:1][c:2]1[cH:3][cH:4][c:5]2[c:6]([c:7]([CH3:35])[c:8]([CH:10]([CH:11]3[CH2:12][CH2:13][CH2:14][CH2:15][CH2:16]3)[NH:17][c:18]3[cH:19][cH:20][c:21]([C:24](=[O:25])[N:26]([CH2:27][CH2:28][C:29](=[O:30])[O:31][CH2:32][CH3:33])[CH3:34])[cH:22][cH:23]3)[o:9]2)[cH:36]1.[CH3:37][c:38]1[n:39][o:40][c:41]([CH3:46])[c:42]1[B:43]([OH:44])[OH:45].[CH3:82][c:83]1[cH:84][cH:85][cH:86][cH:87][cH:88]1.[CH:53]1([P:54]([CH:55]2[CH2:56][CH2:57][CH2:58][CH2:59][CH2:60]2)[c:61]2[cH:62][cH:63][cH:64][cH:65][c:66]2-[c:67]2[c:68]([O:69][CH3:70])[cH:71][cH:72][cH:73][c:74]2[O:75][CH3:76])[CH2:77][CH2:78][CH2:79][CH2:80][CH2:81]1.[Na+:47].[Na+:48].[O-:49][C:50](=[O:51])[O-:52].[O:109]=[C:110]([CH:111]=[CH:112][c:113]1[cH:114][cH:115][cH:116][cH:117][cH:118]1)[CH:119]=[CH:120][c:121]1[cH:122][cH:123][cH:124][cH:125][cH:126]1.[O:127]=[C:128]([CH:129]=[CH:130][c:131]1[cH:132][cH:133][cH:134][cH:135][cH:136]1)[CH:137]=[CH:138][c:139]1[cH:140][cH:141][cH:142][cH:143][cH:144]1.[O:91]=[C:92]([CH:93]=[CH:94][c:95]1[cH:96][cH:97][cH:98][cH:99][cH:100]1)[CH:101]=[CH:102][c:103]1[cH:104][cH:105][cH:106][cH:107][cH:108]1.[Pd:89].[Pd:90]>>[c:2]1(-[c:42]2[c:38]([CH3:37])[n:39][o:40][c:41]2[CH3:46])[cH:3][cH:4][c:5]2[c:6]([c:7]([CH3:35])[c:8]([CH:10]([CH:11]3[CH2:12][CH2:13][CH2:14][CH2:15][CH2:16]3)[NH:17][c:18]3[cH:19][cH:20][c:21]([C:24](=[O:25])[N:26]([CH2:27][CH2:28][C:29](=[O:30])[O:31][CH2:32][CH3:33])[CH3:34])[cH:22][cH:23]3)[o:9]2)[cH:36]1. Yields the product CCOC(=O)CCN(C)C(=O)c1ccc(NC(c2oc3ccc(-c4c(C)noc4C)cc3c2C)C2CCCCC2)cc1. The reactants are FC=1C(=NC=C(C1)C1=C(C=CC=C1)O)C(=O)OC (methyl 3-fluoro-5-(2-hydroxyphenyl)pyridine-2-carboxylate), [Si](C1=CC=CC=C1)(C1=CC=CC=C1)(C(C)(C)C)OCC[C@H](CC)O ((3S)-1-{[tert-butyl(diphenyl)silyl]oxy}pentane-3-ol). The product is [Si](C1=CC=CC=C1)(C1=CC=CC=C1)(C(C)(C)C)OCC[C@@H](CC)OC1=C(C=CC=C1)C=1C=C(C(=NC1)C(=O)OC)F (methyl 5-(2-{[(1R)-3-{[tert-butyl(diphenyl)silyl]oxy}-1-ethylpropyl]oxy}phenyl)-3-fluoropyridine-2-carboxylate). RXN SMILES: [F:1][C:2]1[C:3]([C:15]([O:17][CH3:18])=[O:16])=[N:4][CH:5]=[C:6]([C:8]2[CH:13]=[CH:12][CH:11]=[CH:10][C:9]=2[OH:14])[CH:7]=1.[Si:19]([O:36][CH2:37][CH2:38][C@@H:39](O)[CH2:40][CH3:41])([C:32]([CH3:35])([CH3:34])[CH3:33])([C:26]1[CH:31]=[CH:30][CH:29]=[CH:28][CH:27]=1)[C:20]1[CH:25]=[CH:24][CH:23]=[CH:22][CH:21]=1>>[Si:19]([O:36][CH2:37][CH2:38][C@H:39]([O:14][C:9]1[CH:10]=[CH:11][CH:12]=[CH:13][C:8]=1[C:6]1[CH:7]=[C:2]([F:1])[C:3]([C:15]([O:17][CH3:18])=[O:16])=[N:4][CH:5]=1)[CH2:40][CH3:41])([C:32]([CH3:33])([CH3:34])[CH3:35])([C:26]1[CH:27]=[CH:28][CH:29]=[CH:30][CH:31]=1)[C:20]1[CH:25]=[CH:24][CH:23]=[CH:22][CH:21]=1. Reported procedure: In accordance with the method of Example 5-2, the compound of Example 38-2 was used instead of the compound of Example 1-3, and (3S)-1-{[tert-butyl(diphenyl)silyl]oxy}pentane-3-ol (Tetrahedron Letters, 2006, 47(7), 1213-1215) was used instead of the compound of Example 5-1 to afford methyl 5-(2-{[(1R)-3-{[tert-butyl(diphenyl)silyl]oxy}-1-ethylpropyl]oxy}phenyl)-3-fluoropyridine-2-carboxylate. The yield is 96.7%. Reagents/catalysts: [Pd] (palladium on carbon). Reaction SMILES: [NH2:1][C:2]1[N:6]([CH3:7])[N:5]=[C:4]([C:8]2[S:9][CH:10]=[CH:11][CH:12]=2)[C:3]=1[N:13]=O>C(O)C.[Pd]>[NH2:13][C:3]1[C:4]([C:8]2[S:9][CH:10]=[CH:11][CH:12]=2)=[N:5][N:6]([CH3:7])[C:2]=1[NH2:1]. The reactants are NC1=C(C(=NN1C)C=1SC=CC1)N=O (5-amino-4-nitroso-1-methyl-3-(2-thienyl)-pyrazole). Product: NC=1C(=NN(C1N)C)C=1SC=CC1 (4,5-Diamino-1-methyl-3-(2-thienyl)pyrazole). Procedure: A suspension of 5-amino-4-nitroso-1-methyl-3-(2-thienyl)-pyrazole (1.255 g, 6.03 mmol) in ethanol (90 ml) was hydrogenated at 20 p.s.i. over 10% palladium on carbon (130 mg) at room temperature for 2 hours. The mixture was filtered through Arbocel filter aid and the filtrate was concentrated under reduced pressure to give the title compound as a red-brown solid (1.133 g, 97%), m.p. 154°-155° C. Run in C(C)O (ethanol). Starting materials: CO, COC(=O)C=C1C2CC3CC(C2)CC1C3, [NH4+]. Product: COC(=O)CC1C2CC3CC(C2)CC1C3. Reaction SMILES: [CH3:17][OH:18].[CH:1]12[C:2](=[CH:11][C:12](=[O:13])[O:14][CH3:15])[CH:3]3[CH2:4][CH:5]([CH2:6][CH:7]([CH2:8]1)[CH2:9]3)[CH2:10]2.[NH4+:16]>>[CH:1]12[CH:2]([CH2:11][C:12](=[O:13])[O:14][CH3:15])[CH:3]3[CH2:4][CH:5]([CH2:6][CH:7]([CH2:8]1)[CH2:9]3)[CH2:10]2.